describe an organic reaction: reactants, conditions, products, and yield From a dataset of the Open Reaction Database (ORD), a public repository of structured organic reaction records. The reactants are BrB(Br)Br, CCc1cc2c(cc1OC)c1c3c(c(-c4ccccc4)cc1n2C)C(=O)NC3=O. The product is CCc1cc2c(cc1O)c1c3c(c(-c4ccccc4)cc1n2C)C(=O)NC3=O. Reaction SMILES: [B:30]([Br:31])([Br:32])[Br:33].[CH2:1]([CH3:2])[c:3]1[c:4]([O:28][CH3:29])[cH:5][c:6]2[c:7]3[c:8]4[c:9]([c:10](-[c:17]5[cH:18][cH:19][cH:20][cH:21][cH:22]5)[cH:11][c:12]3[n:13]([CH3:16])[c:14]2[cH:15]1)[C:23](=[O:27])[NH:24][C:25]4=[O:26]>>[CH2:1]([CH3:2])[c:3]1[c:4]([OH:28])[cH:5][c:6]2[c:7]3[c:8]4[c:9]([c:10](-[c:17]5[cH:18][cH:19][cH:20][cH:21][cH:22]5)[cH:11][c:12]3[n:13]([CH3:16])[c:14]2[cH:15]1)[C:23](=[O:27])[NH:24][C:25]4=[O:26]. Starting materials: F[B-](F)(F)F.N1(N=NC2=C1C=CC=C2)OC(=[N+](C)C)N(C)C (O-benzotriazol-1-yl-N,N,N′,N′-tetramethyluronium tetrafluoroborate), C(C)(C)(C)OC(N[C@@H](C(=O)N1CC(C1)C#N)C1CC1)=O ([(R)-2-(3-cyano-azetidin-1-yl)-1-cyclopropyl-2-oxo-ethyl]-carbamic acid tert-butyl ester), FC(C(=O)O)(F)F (Trifluoroacetic acid), BrC=1N=C2C(=NC1)N(C=C2C(=O)O)COCC[Si](C)(C)C (2-bromo-5-(2-trimethylsilanyl-ethoxymethyl)-5H-pyrrolo[2,3-b]pyrazine-7-carboxylic acid), C(C)(C)N(C(C)C)CC (N,N-diisopropylethylamine). The solvent is C(C)(=O)OCC (ethyl acetate), O (water), ClCCl (dichloromethane). Conditions: time 3 hour. Yields the product C(#N)C1CN(C1)C([C@@H](C1CC1)NC(=O)C1=CN(C2=NC=C(N=C21)Br)COCC[Si](C)(C)C)=O (2-bromo-5-(2-trimethylsilanyl-ethoxymethyl)-5H-pyrrolo[2,3-b]pyrazine-7-carboxylic acid [(R)-2-(3-cyano-azetidin-1-yl)-1-cyclopropyl-2-oxo-ethyl]-amide). Yield: 50.7%. Reaction SMILES: C(O[C:6](=[O:20])[NH:7][C@H:8]([CH:17]1[CH2:19][CH2:18]1)[C:9]([N:11]1[CH2:14][CH:13]([C:15]#[N:16])[CH2:12]1)=[O:10])(C)(C)C.FC(F)(F)C(O)=O.[Br:28][C:29]1[N:30]=[C:31]2[C:37](C(O)=O)=[CH:36][N:35]([CH2:41][O:42][CH2:43][CH2:44][Si:45]([CH3:48])([CH3:47])[CH3:46])[C:32]2=[N:33][CH:34]=1.F[B-](F)(F)F.N1(OC(N(C)C)=[N+](C)C)C2C=CC=CC=2N=N1.C(N(CC)C(C)C)(C)C>ClCCl.C(OCC)(=O)C.O>[C:15]([CH:13]1[CH2:12][N:11]([C:9](=[O:10])[C@H:8]([NH:7][C:6]([C:37]2[C:31]3[C:32](=[N:33][CH:34]=[C:29]([Br:28])[N:30]=3)[N:35]([CH2:41][O:42][CH2:43][CH2:44][Si:45]([CH3:48])([CH3:47])[CH3:46])[CH:36]=2)=[O:20])[CH:17]2[CH2:18][CH2:19]2)[CH2:14]1)#[N:16] |f:3.4|. Procedure: [(R)-2-(3-cyano-azetidin-1-yl)-1-cyclopropyl-2-oxo-ethyl]-carbamic acid tert-butyl ester (0.99 g, 3.54 mmol) was dissolved in 24 mL of dichloromethane and cooled in an ice bath. Trifluoroacetic acid (10.6 mL) was added slowly and the reaction was then stirred at room temperature. After 3 h., the reaction was judged complete by TLC and was then evaporated under high vacuum. The residue was dissolved in 34 mL of acetonitrile to which was then added 2-bromo-5-(2-trimethylsilanyl-ethoxymethyl)-5H-py... Reactants: ClC1=NC(=NC(=N1)OC1CC(N(C(C1)(C)C)O)(C)C)N1C(CCCC1(C)C)(C)C (2-Chloro-4-(1-hydroxyl-2,2,6,6-tetramethylpiperidin-4-oxy)-6-(2,2,6,6-tetramethylpiperidin-1-yl)-1,3,5-triazine), ClC1=NC(=NC(=N1)OC1CC(N(C(C1)(C)C)O)(C)C)N1C(CCCC1(C)C)(C)C (2-Chloro-4-(1-hydroxyl-2,2,6,6-tetramethylpiperidin-4-oxy)-6-(2,2,6,6-tetramethylpiperidin-1-yl)-1,3,5-triazine), N1CCOCC1 (morpholine). The solvent is O (water). Product: O1CCN(CC1)C1=NC(=NC(=N1)OC1CC(N(C(C1)(C)C)O)(C)C)N1C(CCCC1(C)C)(C)C (2-Morpholino-4-(1-hydroxyl-2,2,6,6-tetramethylpiperidine-4-oxy)-6-(2,2,6,6-tetramethylpiperidin-1-yl)-1,3,5-triazine). Reaction SMILES: Cl[C:2]1[N:7]=[C:6]([O:8][CH:9]2[CH2:14][C:13]([CH3:16])([CH3:15])[N:12]([OH:17])[C:11]([CH3:19])([CH3:18])[CH2:10]2)[N:5]=[C:4]([N:20]2[C:25]([CH3:27])([CH3:26])[CH2:24][CH2:23][CH2:22][C:21]2([CH3:29])[CH3:28])[N:3]=1.[NH:30]1[CH2:35][CH2:34][O:33][CH2:32][CH2:31]1>O>[O:33]1[CH2:34][CH2:35][N:30]([C:2]2[N:7]=[C:6]([O:8][CH:9]3[CH2:10][C:11]([CH3:19])([CH3:18])[N:12]([OH:17])[C:13]([CH3:15])([CH3:16])[CH2:14]3)[N:5]=[C:4]([N:20]3[C:21]([CH3:29])([CH3:28])[CH2:22][CH2:23][CH2:24][C:25]3([CH3:27])[CH3:26])[N:3]=2)[CH2:31][CH2:32]1. Reported procedure: 5 g of 2-chloro-4-(1-hydroxyl-2,2,6,6-tetramethylpiperidin-4-oxy)-6-(2,2,6,6-tetramethylpiperidin-1-yl)-1,3,5-triazine (product from Example 36) are stirred under reflux with 50 ml of morpholine for 3 hours. After cooling to 20°, 200 ml of water are added and the precipitate is filtered off. After recrystallization from petroleum ether, the above product is obtained as reddish crystals which melt at 153°-157°.